Dataset: the Open Reaction Database (ORD), a public repository of structured organic reaction records. Task: describe an organic reaction: reactants, conditions, products, and yield Reactants: Br, COc1ccc2nc(N)nn2c1. The product is Br, Nc1nc2ccc(O)cn2n1. RXN SMILES: [BrH:13].[CH3:1][O:2][c:3]1[cH:4][cH:5][c:6]2[n:7]([cH:8]1)[n:9][c:10]([NH2:12])[n:11]2>>[BrH:13].[OH:2][c:3]1[cH:4][cH:5][c:6]2[n:7]([cH:8]1)[n:9][c:10]([NH2:12])[n:11]2. Starting materials: CCCCOc1nc(N)c2nc(OC)n(CCCN3CCCC3)c2n1, C1COCCO1, CO, Cl. Yields the product CCCCOc1nc(N)c2[nH]c(=O)n(CCCN3CCCC3)c2n1. RXN SMILES: [CH2:1]([CH2:2][CH2:3][CH3:4])[O:5][c:6]1[n:7][c:8]([NH2:25])[c:9]2[n:10][c:11]([O:23][CH3:24])[n:12]([CH2:15][CH2:16][CH2:17][N:18]3[CH2:19][CH2:20][CH2:21][CH2:22]3)[c:13]2[n:14]1.[CH2:27]1[O:28][CH2:29][CH2:30][O:31][CH2:32]1.[CH3:33][OH:34].[ClH:26]>>[CH2:1]([CH2:2][CH2:3][CH3:4])[O:5][c:6]1[n:7][c:8]([NH2:25])[c:9]2[nH:10][c:11](=[O:23])[n:12]([CH2:15][CH2:16][CH2:17][N:18]3[CH2:19][CH2:20][CH2:21][CH2:22]3)[c:13]2[n:14]1.